This data is from the Open Reaction Database (ORD), a public repository of structured organic reaction records. The task is: describe an organic reaction: reactants, conditions, products, and yield Reactants: [Al+3], CCC1(CC)Cc2c(cc(C(C)(C)C)c(OC(C)=O)c2C(C)(C)C)O1, [H-], [H-], [H-], [H-], [Li+], [Na+], C1CCOC1, [OH-], O. Product: CCC1(CC)Cc2c(cc(C(C)(C)C)c(O)c2C(C)(C)C)O1. Reaction SMILES: [Al+3:2].[C:7](=[O:8])([CH3:9])[O:10][c:11]1[c:12]([C:28]([CH3:29])([CH3:30])[CH3:31])[cH:13][c:14]2[c:15]([c:23]1[C:24]([CH3:25])([CH3:26])[CH3:27])[CH2:16][C:17]([CH2:19][CH3:20])([CH2:21][CH3:22])[O:18]2.[H-:1].[H-:4].[H-:5].[H-:6].[Li+:3].[Na+:34].[O:35]1[CH2:36][CH2:37][CH2:38][CH2:39]1.[OH-:33].[OH2:32]>>[OH:10][c:11]1[c:12]([C:28]([CH3:29])([CH3:30])[CH3:31])[cH:13][c:14]2[c:15]([c:23]1[C:24]([CH3:25])([CH3:26])[CH3:27])[CH2:16][C:17]([CH2:19][CH3:20])([CH2:21][CH3:22])[O:18]2. Reactants: ClCC(=O)C1=C(C=C(C=C1)Cl)F (2-chloro-1-(4-chloro-2-fluorophenyl)ethanone), ClC1=CC=C(N=N1)/N=C(\C)/N(C)C ((E)-N′-(6-chloropyridazin-3-yl)-N,N-dimethylacetimidamide), O (water). Run in CN(C)C=O (DMF). Product: ClC1=CC(=C(C=C1)C(=O)C1=C(N=C2N1N=C(C=C2)Cl)C)F ((4-chloro-2-fluorophenyl)(6-chloro-2-methylimidazo[1,2-b]pyridazin-3-yl)methanone). RXN SMILES: Cl[CH2:2][C:3]([C:5]1[CH:10]=[CH:9][C:8]([Cl:11])=[CH:7][C:6]=1[F:12])=[O:4].[Cl:13][C:14]1[N:19]=[N:18][C:17](/[N:20]=[C:21](/N(C)C)\[CH3:22])=[CH:16][CH:15]=1.O>CN(C=O)C>[Cl:11][C:8]1[CH:9]=[CH:10][C:5]([C:3]([C:2]2[N:18]3[N:19]=[C:14]([Cl:13])[CH:15]=[CH:16][C:17]3=[N:20][C:21]=2[CH3:22])=[O:4])=[C:6]([F:12])[CH:7]=1. Procedure details: Combine 2-chloro-1-(4-chloro-2-fluorophenyl)ethanone (1.5 kg, 5.44 mol), and (E)-N′-(6-chloropyridazin-3-yl)-N,N-dimethylacetimidamide (1.19 kg, 5.72 mol) in DMF (10.14 L) and heat at 120° C. for 5 h. After cooling, add water (30 L) and stir to crystallize the product. Collect the product by filtration and rinse the cake with water (2×12 L) and heptanes (2×10 L) then dry under vacuum to obtain title compound. (1.490 kg, 84.44%; mp=160° C., M+=324). The reactants are Br, COC(=O)N1CCC(c2cc(=O)[nH]o2)CC1c1ccc(F)cc1. The product is O=c1cc(C2CCNC(c3ccc(F)cc3)C2)o[nH]1. RXN SMILES: [BrH:24].[F:1][c:2]1[cH:3][cH:4][c:5]([CH:8]2[N:9]([C:20]([O:21][CH3:22])=[O:23])[CH2:10][CH2:11][CH:12]([c:14]3[cH:15][c:16](=[O:19])[nH:17][o:18]3)[CH2:13]2)[cH:6][cH:7]1>>[F:1][c:2]1[cH:3][cH:4][c:5]([CH:8]2[NH:9][CH2:10][CH2:11][CH:12]([c:14]3[cH:15][c:16](=[O:19])[nH:17][o:18]3)[CH2:13]2)[cH:6][cH:7]1. The reactants are D4, FC=1C=C(C=O)C=CC1F (3,4-difluorobenzaldehyde), ClC=1C=C(C=CC1Cl)O (3,4-dichlorophenol). The product is ClC=1C=C(OC2=C(C=C(C=O)C=C2)F)C=CC1Cl (4-(3,4-dichlorophenoxy)-3-fluorobenzaldehyde). As a reaction SMILES: [F:1][C:2]1[CH:3]=[C:4]([CH:7]=[CH:8][C:9]=1F)[CH:5]=[O:6].[Cl:11][C:12]1[CH:13]=[C:14]([OH:19])[CH:15]=[CH:16][C:17]=1[Cl:18]>>[Cl:11][C:12]1[CH:13]=[C:14]([CH:15]=[CH:16][C:17]=1[Cl:18])[O:19][C:9]1[CH:8]=[CH:7][C:4]([CH:5]=[O:6])=[CH:3][C:2]=1[F:1]. Procedure details: The title compound was prepared by a procedure similar to that described for D4 starting from 3,4-difluorobenzaldehyde and 3,4-dichlorophenol. The reactants are OC(C=1C=C(C(N2C=CC=CC12)=O)C(=O)O)C1=CC=CC=C1 (1-[hydroxy(phenyl)methyl]-4-oxo-4H-quinolizine-3-carboxylic acid), OI1(OC(C2=C1C=CC=C2)=O)=O (1-hydroxy-1,2-benziodoxol-3(1H)-one 1-oxide). Solvent: CC#N (CH3CN). Conditions: temperature 75 celsius. Yields the product C(C1=CC=CC=C1)(=O)C=1C=C(C(N2C=CC=CC12)=O)C(=O)O (1-Benzoyl-4-oxo-4H-quinolizine-3-carboxylic acid). RXN SMILES: [OH:1][CH:2]([C:17]1[CH:22]=[CH:21][CH:20]=[CH:19][CH:18]=1)[C:3]1[CH:4]=[C:5]([C:14]([OH:16])=[O:15])[C:6](=[O:13])[N:7]2[C:12]=1[CH:11]=[CH:10][CH:9]=[CH:8]2.OI1(=O)C2C=CC=CC=2C(=O)O1>CC#N>[C:2]([C:3]1[CH:4]=[C:5]([C:14]([OH:16])=[O:15])[C:6](=[O:13])[N:7]2[C:12]=1[CH:11]=[CH:10][CH:9]=[CH:8]2)(=[O:1])[C:17]1[CH:22]=[CH:21][CH:20]=[CH:19][CH:18]=1. Procedure details: To a solution of 1-[hydroxy(phenyl)methyl]-4-oxo-4H-quinolizine-3-carboxylic acid (0.142 g, 0.508 mmol) in 3 mL CH3CN was added 1-hydroxy-1,2-benziodoxol-3(1H)-one 1-oxide (0.075 g, 0.254 mmol). The mixture was heated to 75° C. for 3 h, cooled to rt, and concentrated in vacuo. The resultant residue was subjected to purification via reverse phase HPLC to yield the title compound that gave a mass ion (ES+) of 294.2 for M+H+. Starting materials: C(CCC)[SnH](CCCC)CCCC (tri-n-butylstannane), C(CCCCCCCCCCCCCCCCC)(=O)O (stearic acid), ON1C(C=CC=C1)=S (N-hydroxypyridine-2-thione), ClC(CCCCCN=C=N)Cl (dichlorohexylcarbodiimide). Reagents/catalysts: N(=NC(C#N)(C)C)C(C#N)(C)C (azobis(isobutyronitrile)), CN(C1=CC=NC=C1)C (p-dimethylaminopyridine). The solvent is C1=CC=CC=C1 (benzene), C(Cl)(Cl)(Cl)Cl (carbon tetra-chloride), C1=CC=CC=C1 (benzene). Run at time 6 hour. Yields the product CCCCCCCCCCCCCCCCC (n-heptadecane). Isolated yield 94.8%. RXN SMILES: [C:1](O)(=O)[CH2:2][CH2:3][CH2:4][CH2:5][CH2:6][CH2:7][CH2:8][CH2:9][CH2:10][CH2:11][CH2:12][CH2:13][CH2:14][CH2:15][CH2:16][CH2:17]C.ON1C=CC=CC1=S.ClC(Cl)CCCCCN=C=N.C([SnH](CCCC)CCCC)CCC>CN(C)C1C=CN=CC=1.C1C=CC=CC=1.N(C(C)(C)C#N)=NC(C)(C)C#N.C(Cl)(Cl)(Cl)Cl>[CH3:17][CH2:16][CH2:15][CH2:14][CH2:13][CH2:12][CH2:11][CH2:10][CH2:9][CH2:8][CH2:7][CH2:6][CH2:5][CH2:4][CH2:3][CH2:2][CH3:1]. Reported procedure: 286 mg (1 mmol) of stearic acid (7) are mixed with 151 mg (1.2 mmol) of N-hydroxypyridine-2-thione, 183 mg (1.5 mmol) of p-dimethylaminopyridine (DMAP) and 310 mg (1.5 mmol) of dichlorohexylcarbodiimide (DCC). The mixture in 20 ml of benzene is stirred under an atmosphere of nitrogen and the solution obtained is brought to reflux so as to distil 10 ml of benzene. After 45 minutes under reflux, 10.8 ml (3 mmol) of tri-n-butylstannane and 10 mg of azobis(isobutyronitrile) (AIBN) in 10 ml of benzen...